Task: describe an organic reaction: reactants, conditions, products, and yield. Dataset: the Open Reaction Database (ORD), a public repository of structured organic reaction records Reactants: NC(C(=O)[O-])C=1OCCSC1 (α-amino-(5,6-dihydro-1,4-oxathiin-2-yl)-acetate), [OH-].[Na+] (sodium hydroxide). Solvent: CO (methanol). Run at time 3 hour. Yields the product NC(C(=O)O)C=1OCCSC1 (α-amino-(5,6-dihydro-1,4-oxathiin-2-yl)-acetic acid). Isolated yield 52.1%. As a reaction SMILES: [NH2:1][CH:2]([C:6]1[O:7][CH2:8][CH2:9][S:10][CH:11]=1)[C:3]([O-:5])=[O:4].[OH-].[Na+]>CO>[NH2:1][CH:2]([C:6]1[O:7][CH2:8][CH2:9][S:10][CH:11]=1)[C:3]([OH:5])=[O:4] |f:1.2|. Procedure: Ethyl DL-α-amino-(5,6-dihydro-1,4-oxathiin-2-yl)-acetate (37 g.) is dissolved in methanol (350 cc.) and N sodium hydroxide solution (182 cc.) is then added. The reagents are left in contact for 3 hours at a temperature of about 4° C., and the solution is then concentrated under reduced pressure (20 mm.Hg) to about 1/3 of the initial volume. It is then acidified to pH 4.5, at a temperature of about 5° C, by adding 4 N hydrochloric acid. A product crystallises. The mixture is stirred for 15 minute... Starting materials: CO, COC(=O)c1sc(-n2cnc3ccncc32)cc1OCc1ccccc1OC(F)F, N. Yields the product NC(=O)c1sc(-n2cnc3ccncc32)cc1OCc1ccccc1OC(F)F. Reaction SMILES: [CH3:32][OH:33].[F:1][CH:2]([O:3][c:4]1[c:5]([CH2:6][O:7][c:8]2[c:9]([C:22]([O:24][CH3:23])=[O:25])[s:10][c:11](-[n:13]3[cH:14][n:15][c:16]4[c:17]3[cH:18][n:19][cH:20][cH:21]4)[cH:12]2)[cH:26][cH:27][cH:28][cH:29]1)[F:30].[NH3:31]>>[F:1][CH:2]([O:3][c:4]1[c:5]([CH2:6][O:7][c:8]2[c:9]([C:22](=[O:24])[NH2:31])[s:10][c:11](-[n:13]3[cH:14][n:15][c:16]4[c:17]3[cH:18][n:19][cH:20][cH:21]4)[cH:12]2)[cH:26][cH:27][cH:28][cH:29]1)[F:30].